From a dataset of the Open Reaction Database (ORD), a public repository of structured organic reaction records. describe an organic reaction: reactants, conditions, products, and yield The reactants are C(C)(C)N1N=C2C(=NC3=C(NC2=N1)C=CC=C3)N3C[C@@H](NCC3)CCC3=CC=CC=C3 ((S)-2-isopropyl-10-(3-phenethyl-piperazin-1-yl)-2,4-dihydro-1,2,3,4,9-pentaaza-benzo[f]azulene), C([O-])(O)=O.[Na+] (sodium bicarbonate), ClCCCl (1,2-dichloroethane), C=O (formaldehyde), C(C)(=O)O[BH-](OC(C)=O)OC(C)=O.[Na+] (sodium triacetoxy borohydride). Run in C(Cl)Cl.CO (methylene chloride methanol). Run at time 10 minute. Yields the product O.Cl.Cl.C(C)(C)N1N=C2C(=NC3=C(NC2=N1)C=CC=C3)N3C[C@@H](N(CC3)C)CCC3=CC=CC=C3.C(C)(C)N3N=C1C(=NC2=C(NC1=N3)C=CC=C2)N2C[C@@H](N(CC2)C)CCC2=CC=CC=C2.Cl.Cl ((S)-2-Isopropyl-10-(4-methyl-3-phenethyl-piperazin-1-yl)-2,4-dihydro-1,2,3,4,9-pentaaza-benzo[f]azulene dihydrochloride hemihydrate). Reaction SMILES: [CH:1]([N:4]1[N:13]=[C:12]2[C:6]([C:7]([N:18]3[CH2:23][CH2:22][NH:21][C@@H:20]([CH2:24][CH2:25][C:26]4[CH:31]=[CH:30][CH:29]=[CH:28][CH:27]=4)[CH2:19]3)=[N:8][C:9]3[CH:17]=[CH:16][CH:15]=[CH:14][C:10]=3[NH:11]2)=[N:5]1)([CH3:3])[CH3:2].C=O.[C:34](O[BH-](OC(=O)C)OC(=O)C)(=[O:36])C.[Na+].[C:48](=O)(O)[O-].[Na+].[Cl:53]CCCl>C(Cl)Cl.CO>[OH2:36].[ClH:53].[ClH:53].[CH:1]([N:4]1[N:13]=[C:12]2[C:6]([C:7]([N:18]3[CH2:23][CH2:22][N:21]([CH3:34])[C@@H:20]([CH2:24][CH2:25][C:26]4[CH:27]=[CH:28][CH:29]=[CH:30][CH:31]=4)[CH2:19]3)=[N:8][C:9]3[CH:17]=[CH:16][CH:15]=[CH:14][C:10]=3[NH:11]2)=[N:5]1)([CH3:3])[CH3:2].[CH:1]([N:4]1[N:13]=[C:12]2[C:6]([C:7]([N:18]3[CH2:23][CH2:22][N:21]([CH3:48])[C@@H:20]([CH2:24][CH2:25][C:26]4[CH:27]=[CH:28][CH:29]=[CH:30][CH:31]=4)[CH2:19]3)=[N:8][C:9]3[CH:17]=[CH:16][CH:15]=[CH:14][C:10]=3[NH:11]2)=[N:5]1)([CH3:3])[CH3:2].[ClH:53].[ClH:53] |f:2.3,4.5,7.8,9.10.11.12.13.14.15|. Reported procedure: Combine (S)-2-isopropyl-10-(3-phenethyl-piperazin-1-yl)-2,4-dihydro-1,2,3,4,9-pentaaza-benzo[f]azulene (0.59 g, 1.42 mmol)and 37% formaldehyde solution (0.13 mL, 1.56 mmol) in 1,2-dichloroethane (25 mL). Stir for 10 minutes and add sodium triacetoxy borohydride (0.451 g, 2.13 mmol). Stir an additional 30 minutes and then pour solution onto saturated sodium bicarbonate solution. Extract with methylene chloride to give the crude product. Silica gel chromatography, eluding with methylene chloride:m... Reactants: [N+](=O)([O-])C=CC1=C(NC(=C1)C=1SC=CC1)C=1SC=CC1 (3-(2'-nitrovinyl)-2,5-dithienylpyrrole), [H-].[Al+3].[Li+].[H-].[H-].[H-] (lithium aluminum hydride), [H-] (hydride), [OH-].[Na+] (sodium hydroxide). The solvent is O1CCCC1 (tetrahydrofuran), O1CCCC1 (tetrahydrofuran), O (water), O (H2O). Run at time 1 hour. Product: [OH-].[NH4+] (ammonium hydroxide), NCCC1=C(NC(=C1)C=1SC=CC1)C=1SC=CC1 (3-aminoethyl-2,5-dithienyl pyrrole). Isolated yield 130.1%. RXN SMILES: [N+:1]([CH:4]=[CH:5][C:6]1[CH:10]=[C:9]([C:11]2[S:12][CH:13]=[CH:14][CH:15]=2)[NH:8][C:7]=1[C:16]1[S:17][CH:18]=[CH:19][CH:20]=1)([O-])=[O:2].[H-].[Al+3].[Li+].[H-].[H-].[H-].[H-].[OH-].[Na+]>O1CCCC1.O>[OH-:2].[NH4+:1].[NH2:1][CH2:4][CH2:5][C:6]1[CH:10]=[C:9]([C:11]2[S:12][CH:13]=[CH:14][CH:15]=2)[NH:8][C:7]=1[C:16]1[S:17][CH:18]=[CH:19][CH:20]=1 |f:1.2.3.4.5.6,8.9,12.13|. Reported procedure: A solution of crude 3-(2'-nitrovinyl)-2,5-dithienylpyrrole (127 mg) in pure dry tetrahydrofuran (1.5 mL) was added with stirring to a suspension of lithium aluminum hydride (47 mg, 1.23 mmol) in boiling tetrahydrofuran (2 mL) at a rate sufficient to maintain reflux. The mixture was refluxed for 35 minutes, then cooled, and the excess of hydride decomposed by successive addition of 50 μL of H2O, 50 μL of 40% aqueous sodium hydroxide solution and 150 μL of water. The reaction mixture was allowed t... Starting materials: Cc1ccccc1C(C(=O)Cl)c1ccccc1C, NC1CCN(CCc2ccc(F)cc2)C1. Yields the product Cc1ccccc1C(C(=O)NC1CCN(CCc2ccc(F)cc2)C1)c1ccccc1C. RXN SMILES: [CH3:1][c:2]1[c:3]([CH:8]([C:9](=[O:10])[Cl:11])[c:12]2[c:13]([CH3:18])[cH:14][cH:15][cH:16][cH:17]2)[cH:4][cH:5][cH:6][cH:7]1.[NH2:19][CH:20]1[CH2:21][N:22]([CH2:25][CH2:26][c:27]2[cH:28][cH:29][c:30]([F:33])[cH:31][cH:32]2)[CH2:23][CH2:24]1>>[CH3:1][c:2]1[c:3]([CH:8]([C:9](=[O:10])[NH:19][CH:20]2[CH2:21][N:22]([CH2:25][CH2:26][c:27]3[cH:28][cH:29][c:30]([F:33])[cH:31][cH:32]3)[CH2:23][CH2:24]2)[c:12]2[c:13]([CH3:18])[cH:14][cH:15][cH:16][cH:17]2)[cH:4][cH:5][cH:6][cH:7]1. The reactants are C(C)OC(=O)C1CCN(CC1)C1CCN(CC1)C(=O)OCC ([1,4′]Bipiperidinyl-4,1′-dicarboxylic acid diethyl ester), O1CCCC1 (tetrahydrofuran), O (water), O.[OH-].[Li+] (lithium hydroxide monohydrate). Solvent: C(C)(=O)OCC (Ethyl acetate). Run at temperature 0 celsius, time 16 hour. Product: C(C)OC(=O)N1CCC(CC1)N1CCC(CC1)C(=O)O ([1,4′]Bipiperidinyl-4,1′-dicarboxylic acid 1′-ethyl ester). Isolated yield 99.5%. RXN SMILES: C([O:3][C:4]([CH:6]1[CH2:11][CH2:10][N:9]([CH:12]2[CH2:17][CH2:16][N:15]([C:18]([O:20][CH2:21][CH3:22])=[O:19])[CH2:14][CH2:13]2)[CH2:8][CH2:7]1)=[O:5])C.O1CCCC1.O.O.[OH-].[Li+]>C(OCC)(=O)C>[CH2:21]([O:20][C:18]([N:15]1[CH2:16][CH2:17][CH:12]([N:9]2[CH2:8][CH2:7][CH:6]([C:4]([OH:5])=[O:3])[CH2:11][CH2:10]2)[CH2:13][CH2:14]1)=[O:19])[CH3:22] |f:3.4.5|. Procedure: To a stirred mixture of [1,4′]Bipiperidinyl-4,1′-dicarboxylic acid diethyl ester (5.51 grams, 17.67 mmol), tetrahydrofuran (34 mL) and water (34 mL) cooled at 0° C., lithium hydroxide monohydrate (742.0 mg, 17.67 mml) was added. The reaction mixture was stirred at room temperature for 16 hours, diluted with Ethyl acetate. The two layers were separated, the aqueous layer was acidified with 2N hydrochloric acid to pH: 3-4 and the volatiles were removed under reduced pressure to obtain [1,4′]Bipipe... Starting materials: Cl.C(C1=CC=CC=C1)N1N=CC(=C1)C(=O)NCC1=CC=C(C=C1)C(N)=N (1-benzyl-N-[(4-carbamimidoylphenyl)methyl]pyrazole-4-carboxamide hydrochloride), C([O-])([O-])=O.[K+].[K+] (potassium carbonate), ClC(=O)OCCCCCC (n-hexyl chloroformate). Isolated yield 90.0%. Product: N\C(\C1=CC=C(C=C1)CNC(=O)C=1C=NN(C1)CC1=CC=CC=C1)=N/C(OCCCCCC)=O ((Z)-hexyl amino-(4-((1-benzylpyrazole-4-carbonylamino)methyl)phenyl)methylenecarbamate). Run at time 1 hour. Procedure: 30 mg of 1-benzyl-N-[(4-carbamimidoylphenyl)methyl]pyrazole-4-carboxamide hydrochloride and 35 mg of potassium carbonate were dissolved in 0.4 ml of water and 2 ml of tetrahydrofuran. The mixture was stirred at room temperature, and 0.013 ml of n-hexyl chloroformate (Sigma-Aldrich) added. Stirring was continued for 1 h, following which the organic layer was removed, and dried in vacuo to obtain the synthetic target (>90% yield). The mass of the compound was verified using LC/MS/MS. Solvent: O1CCCC1 (tetrahydrofuran), O (water). As a reaction SMILES: Cl.[CH2:2]([N:9]1[CH:13]=[C:12]([C:14]([NH:16][CH2:17][C:18]2[CH:23]=[CH:22][C:21]([C:24](=[NH:26])[NH2:25])=[CH:20][CH:19]=2)=[O:15])[CH:11]=[N:10]1)[C:3]1[CH:8]=[CH:7][CH:6]=[CH:5][CH:4]=1.C(=O)([O-])[O-].[K+].[K+].Cl[C:34]([O:36][CH2:37][CH2:38][CH2:39][CH2:40][CH2:41][CH3:42])=[O:35]>O.O1CCCC1>[NH2:26]/[C:24](=[N:25]\[C:34](=[O:35])[O:36][CH2:37][CH2:38][CH2:39][CH2:40][CH2:41][CH3:42])/[C:21]1[CH:20]=[CH:19][C:18]([CH2:17][NH:16][C:14]([C:12]2[CH:11]=[N:10][N:9]([CH2:2][C:3]3[CH:8]=[CH:7][CH:6]=[CH:5][CH:4]=3)[CH:13]=2)=[O:15])=[CH:23][CH:22]=1 |f:0.1,2.3.4|. The reactants are CC=1C=C(C=CC1OC(F)(F)F)C1CC(CN(C1)C(=O)N1CCOCC1)C(=O)O (5-[3-Methyl-4-(trifluoromethoxy)phenyl]-1-(morpholin-4-ylcarbonyl)piperidine-3-carboxylic acid), ON=C(N)C1CC1 (N′-hydroxycyclopropanecarboximidamide). The product is C1(CC1)C1=NOC(=N1)C1CN(CC(C1)C1=CC(=C(C=C1)OC(F)(F)F)C)C(=O)N1CCOCC1 ({3-(3-Cyclopropyl-1,2,4-oxadiazol-5-yl)-5-[3-methyl-4-(trifluoromethoxy)phenyl]piperidin-1-yl}-(morpholin-4-yl)methanone). As a reaction SMILES: [CH3:1][C:2]1[CH:3]=[C:4]([CH:13]2[CH2:18][N:17]([C:19]([N:21]3[CH2:26][CH2:25][O:24][CH2:23][CH2:22]3)=[O:20])[CH2:16][CH:15]([C:27]([OH:29])=O)[CH2:14]2)[CH:5]=[CH:6][C:7]=1[O:8][C:9]([F:12])([F:11])[F:10].O[N:31]=[C:32]([CH:34]1[CH2:36][CH2:35]1)[NH2:33]>>[CH:34]1([C:32]2[N:33]=[C:27]([CH:15]3[CH2:14][CH:13]([C:4]4[CH:5]=[CH:6][C:7]([O:8][C:9]([F:12])([F:11])[F:10])=[C:2]([CH3:1])[CH:3]=4)[CH2:18][N:17]([C:19]([N:21]4[CH2:26][CH2:25][O:24][CH2:23][CH2:22]4)=[O:20])[CH2:16]3)[O:29][N:31]=2)[CH2:36][CH2:35]1. Reported procedure: 100 mg (0.24 mmol) of the compound from Example 167A and 36 mg (0.36 mmol) of N′-hydroxycyclopropanecarboximidamide were reacted according to the General Method 2. Yield: 72 mg (62% of theory). Starting materials: [Si](C)(C)(C(C)(C)C)N1CCNCC1 (1-t-butyldimethylsilylpiperazine), C(C=C)(=O)OC (methyl acrylate). Run at temperature 70 celsius, time 4 hour. The product is [Si](C)(C)(C(C)(C)C)N1CCN(CC1)CCC(=O)OC (1-t-butyldimethylsilyl-4-(2-methoxycarbonylethyl)piperazine). As a reaction SMILES: [Si:1]([N:8]1[CH2:13][CH2:12][NH:11][CH2:10][CH2:9]1)([C:4]([CH3:7])([CH3:6])[CH3:5])([CH3:3])[CH3:2].[C:14]([O:18][CH3:19])(=[O:17])[CH:15]=[CH2:16]>>[Si:1]([N:8]1[CH2:13][CH2:12][N:11]([CH2:16][CH2:15][C:14]([O:18][CH3:19])=[O:17])[CH2:10][CH2:9]1)([C:4]([CH3:7])([CH3:5])[CH3:6])([CH3:3])[CH3:2]. Procedure: A flask equipped with a stirrer, reflux condenser, dropping funnel and thermometer was charged with 160.3 g (0.8 mol) of 1-t-butyldimethylsilylpiperazine (Synthesis Example 1) and heated at 70° C. Once the internal temperature became steady, 75.8 g (0.88 mol) of methyl acrylate was added dropwise over 2 hours. Stirring was continued for 4 hours at the temperature. On distillation of the reaction solution, 219.9 g of a fraction having a boiling point of 135-137° C./0.4 kPa was collected. Starting materials: Nc1ccc(Cl)cc1, Cc1cc2c(c(Cl)n1)C(=O)OCC2. The product is Cc1cc2c(c(Nc3ccc(Cl)cc3)n1)C(=O)OCC2. Reaction SMILES: [Cl:14][c:15]1[cH:16][cH:17][c:18]([NH2:19])[cH:20][cH:21]1.[Cl:1][c:2]1[n:3][c:4]([CH3:13])[cH:5][c:6]2[c:7]1[C:8](=[O:12])[O:9][CH2:10][CH2:11]2>>[c:2]1([NH:19][c:18]2[cH:17][cH:16][c:15]([Cl:14])[cH:21][cH:20]2)[n:3][c:4]([CH3:13])[cH:5][c:6]2[c:7]1[C:8](=[O:12])[O:9][CH2:10][CH2:11]2. Reactants: N[C@H]1[C@H](CC2=CC=CC=C12)O (cis-1-amino-2-indanol), OC1C(C2=CC=CC=C2C1)=NO (2-hydroxy-1-indanone oxime), Cl (HCl). Reagents/catalysts: [Pd] (Pd). The solvent is CO (methanol). The product is NC1(CCC2=CC=CC=C12)O (aminoindanol). As a reaction SMILES: [NH2:1][C@@H:2]1[C:10]2[C:5](=[CH:6][CH:7]=[CH:8][CH:9]=2)[CH2:4][C@@H:3]1O.[OH:12]C1CC2C(=CC=CC=2)C1=NO.Cl>CO.[Pd]>[NH2:1][C:2]1([OH:12])[C:10]2[C:5](=[CH:6][CH:7]=[CH:8][CH:9]=2)[CH2:4][CH2:3]1. Procedure details: U.S. Pat. No. 6,057,479 (Mitamura et al.) discloses the preparation of cis-1-amino-2-indanol by the catalytic hydrogenation of 2-hydroxy-1-indanone oxime in methanol. Example 21 of U.S. '479 discloses the hydrogenation in the presence of Pd black and HCl to give an aminoindanol product having a cis/trans selectivity of 95.5:4.5. Examples 22-23 report similar results for analogous hydrogenations using Pd/C and Pd/alumina. Example 24 discloses an analogous hydrogenation using Pd black and aqueous ... Reagents/catalysts: [Pd] (Palladium-on-carbon). As a reaction SMILES: [CH3:1][NH:2][C:3]1[CH:12]=[CH:11][C:10]2[C:5](=[CH:6][CH:7]=[CH:8][CH:9]=2)[C:4]=1[N:13]=O.[CH3:15][CH:16]([O:18][C:19]1[CH:26]=[CH:25][C:22]([CH:23]=O)=[CH:21][CH:20]=1)[CH3:17].O>C1(C)C=CC=CC=1.[Pd]>[CH3:1][N:2]1[C:3]2[CH:12]=[CH:11][C:10]3[C:5]([C:4]=2[N:13]=[C:23]1[C:22]1[CH:25]=[CH:26][C:19]([O:18][CH:16]([CH3:17])[CH3:15])=[CH:20][CH:21]=1)=[CH:6][CH:7]=[CH:8][CH:9]=3. Procedure: A solution of 11.16 g (0.06 mole) of 2-methylamino-1-nitrosonaphthalene in 800 cc of toluene is hydrogenated at room temperature and at the atmospheric pressure in the presence of 3 g of Palladium-on-carbon. After one hour, when the theoretical amount of hydrogen has been consumed, 0.06 mole of 4-(1-methylethoxy)-benzaldehyde are added and the obtained reaction mixture is heated to the reflux temperature under an inert atmosphere for about 3 hours. The water which forms during the reaction disti... The reactants are CNC1=C(C2=CC=CC=C2C=C1)N=O (2-methylamino-1-nitrosonaphthalene), CC(C)OC1=CC=C(C=O)C=C1 (4-(1-methylethoxy)-benzaldehyde), O (water). Reaction conditions: time 1 hour. Run in C1(=CC=CC=C1)C (toluene), C1(=CC=CC=C1)C (toluene). Product: CN1C(=NC2=C1C=CC1=CC=CC=C12)C1=CC=C(C=C1)OC(C)C (3-methyl-2-[4-(1-methylethoxy)phenyl]-3H-naphtho[1,2-d]imidazole).